Dataset: the Open Reaction Database (ORD), a public repository of structured organic reaction records. Task: describe an organic reaction: reactants, conditions, products, and yield Reactants: ClC1=C(C(=CC=C1)Cl)CNC#N ((2,6-Dichlorophenyl)methylcyanamide), C1(=C(C=CC=C1)N)N (phenylenediamine). Solvent: C(C(F)(F)F)(C(F)(F)F)O (hexafluoro-2-propanol). Run at temperature 100 celsius. Yields the product Cl.N1C(=NC2=C1C=CC=C2)NCC2=C(C=CC=C2Cl)Cl ((1H-Benzoimidazol-2-yl)(2,6-dichlorophenyl)methylamine hydrochloride). Isolated yield 4.1%. Reaction SMILES: [Cl:1][C:2]1[CH:7]=[CH:6][CH:5]=[C:4]([Cl:8])[C:3]=1[CH2:9][NH:10][C:11]#[N:12].[C:13]1(N)[CH:18]=[CH:17][CH:16]=[CH:15][C:14]=1[NH2:19]>C(O)(C(F)(F)F)C(F)(F)F>[ClH:1].[NH:12]1[C:13]2[CH:18]=[CH:17][CH:16]=[CH:15][C:14]=2[N:19]=[C:11]1[NH:10][CH2:9][C:3]1[C:2]([Cl:1])=[CH:7][CH:6]=[CH:5][C:4]=1[Cl:8] |f:3.4|. Procedure details: (2,6-Dichlorophenyl)methylcyanamide (150 mg) and phenylenediamine (81 mg) were dissolved in hexafluoro-2-propanol (1 ml) and heated at 100° C. in a closed vessel for 2 days. After a further day at 60° C. in an open vessel, the solvent was removed and the residue was purified by preparative HPLC. The product-containing fractions were combined, the acetonitrile was stripped off in a rotary evaporator, and the aqueous residue was neutralized with potassium carbonate and extracted three times with e...